The task is: describe an organic reaction: reactants, conditions, products, and yield. This data is from the Open Reaction Database (ORD), a public repository of structured organic reaction records. Starting materials: ClCC(=O)N1CCC(CC1)N1N=C(C(C1=O)(C)C)C1=CC(=C(C=C1)OC)OC (2-[1-(chloroacetyl)piperidin-4-yl]-5-(3,4-dimethoxyphenyl)-4,4-dimethyl-2,4-dihydro-3H-pyrazol-3-one), ClCC(=O)N1CCC(CC1)N1N=C(C(C1=O)(C)C)C1=CC(=C(C=C1)OC)OC (2-[1-(chloroacetyl)piperidin-4-yl]-5-(3,4-dimethoxyphenyl)-4,4-dimethyl-2,4-dihydro-3H-pyrazol-3-one), O=C1NC(CCC1)=O (2,6-dioxopiperidine). Procedure details: Prepared analogously as described for example 1 using 2-[1-(chloroacetyl)piperidin-4-yl]-5-(3,4-dimethoxyphenyl)-4,4-dimethyl-2,4-dihydro-3H-pyrazol-3-one (compound A1) and 2,6-dioxopiperidine as starting compounds. Reaction SMILES: Cl[CH2:2][C:3]([N:5]1[CH2:10][CH2:9][CH:8]([N:11]2[C:15](=[O:16])[C:14]([CH3:18])([CH3:17])[C:13]([C:19]3[CH:24]=[CH:23][C:22]([O:25][CH3:26])=[C:21]([O:27][CH3:28])[CH:20]=3)=[N:12]2)[CH2:7][CH2:6]1)=[O:4].[O:29]=[C:30]1[CH2:35][CH2:34][CH2:33][C:32](=[O:36])[NH:31]1>>[CH3:28][O:27][C:21]1[CH:20]=[C:19]([C:13]2[C:14]([CH3:17])([CH3:18])[C:15](=[O:16])[N:11]([CH:8]3[CH2:7][CH2:6][N:5]([C:3](=[O:4])[CH2:2][N:31]4[C:32](=[O:36])[CH2:33][CH2:34][CH2:35][C:30]4=[O:29])[CH2:10][CH2:9]3)[N:12]=2)[CH:24]=[CH:23][C:22]=1[O:25][CH3:26]. Product: COC=1C=C(C=CC1OC)C1=NN(C(C1(C)C)=O)C1CCN(CC1)C(CN1C(CCCC1=O)=O)=O (1-(2-{4-[3-(3,4-Dimethoxy-phenyl)-4,4-dimethyl-5-oxo-4,5-dihydro-pyrazol-1-yl]-piperidin-1-yl}-2-oxo-ethyl)-piperidine-2,6-dione). The reactants are NC1=C(NC(C)C)C=CC(=C1)Cl (2-amino-4-chloro-N-isopropylaniline), NC(=O)N (urea). Run in O (water). Run at temperature 160 celsius, time 3.5 hour. Product: ClC1=CC2=C(N(C(N2)=O)C(C)C)C=C1 (5-chloro-1-isopropylbenzimidazol-2-one). Isolated yield 43.8%. Reaction SMILES: [NH2:1][C:2]1[CH:11]=[C:10]([Cl:12])[CH:9]=[CH:8][C:3]=1[NH:4][CH:5]([CH3:7])[CH3:6].N[C:14](N)=[O:15]>O>[Cl:12][C:10]1[CH:9]=[CH:8][C:3]2[N:4]([CH:5]([CH3:7])[CH3:6])[C:14](=[O:15])[NH:1][C:2]=2[CH:11]=1. Procedure details: A mixture of 2-amino-4-chloro-N-isopropylaniline (14 g) and urea (15 g) was stirred at 160° C. for 3.5 hours. After cooling, water was added to the reaction mixture and the mixture was extracted with ethyl acetate. The ethyl acetate layer was washed with diluted hydrochloric acid, an aqueous sodium hydroxide solution, a saturated sodium chloride solution and dried over anhydrous magnesium sulfate and then the solvent was distilled off under reduced pressure. To the residue was added isopropyl al... The reactants are BrC=1C=C2CCCN(C2=CC1)C1CCC2(OCCO2)CC1 (6-Bromo-1-(1,4-dioxaspiro[4.5]decan-8-yl)-1,2,3,4-tetrahydroquinoline), Cl (HCl). Run in CC(=O)C (acetone). Reaction conditions: time 16 hour. The product is BrC=1C=C2CCCN(C2=CC1)C1CCC(CC1)=O (4-(6-Bromo-3,4-dihydroquinolin-1(2H)-yl)cyclohexanone). The yield is 98.0%. RXN SMILES: [Br:1][C:2]1[CH:3]=[C:4]2[C:9](=[CH:10][CH:11]=1)[N:8]([CH:12]1[CH2:21][CH2:20][C:15]3(OCC[O:16]3)[CH2:14][CH2:13]1)[CH2:7][CH2:6][CH2:5]2.Cl>CC(C)=O>[Br:1][C:2]1[CH:3]=[C:4]2[C:9](=[CH:10][CH:11]=1)[N:8]([CH:12]1[CH2:21][CH2:20][C:15](=[O:16])[CH2:14][CH2:13]1)[CH2:7][CH2:6][CH2:5]2. Procedure: A solution of compound 4 (0.21 g, 0.596 mmol) in acetone (5 mL) was treated with 10% HCl solution (5 mL) and the resulting mixture was stirred for overnight (16 h). Acetone was evaporated, the crude was basified with 2 N NaOH solution and the product was extracted into CH2Cl2 (2×15 mL). The combined CH2Cl2 layer was washed with brine (10 mL) and dried (Na2SO4). The solvent was evaporated to obtain compound 5 (0.18 g, 98%) as a syrup. 1H NMR (CDCl3) δ 7.16 (dd, 1H, J=2.4, 4.3 Hz), 7.08 (s, 1H), 6... Starting materials: C#Cc1cccc(Nc2ncnc3cc(F)c(N)cc23)c1, O=C(Cl)Oc1ccccc1, CN(C)C=O, c1ccncc1. As a reaction SMILES: [C:1](#[CH:2])[c:3]1[cH:4][c:5]([NH:9][c:10]2[n:11][cH:12][n:13][c:14]3[cH:15][c:16]([F:21])[c:17]([NH2:20])[cH:18][c:19]23)[cH:6][cH:7][cH:8]1.[Cl:28][C:29](=[O:30])[O:31][c:32]1[cH:33][cH:34][cH:35][cH:36][cH:37]1.[O:38]=[CH:39][N:40]([CH3:41])[CH3:42].[cH:22]1[cH:23][cH:24][n:25][cH:26][cH:27]1>>[C:1](#[CH:2])[c:3]1[cH:4][c:5]([NH:9][c:10]2[n:11][cH:12][n:13][c:14]3[cH:15][c:16]([F:21])[c:17]([NH:20][C:29](=[O:30])[O:31][c:32]4[cH:33][cH:34][cH:35][cH:36][cH:37]4)[cH:18][c:19]23)[cH:6][cH:7][cH:8]1. Product: C#Cc1cccc(Nc2ncnc3cc(F)c(NC(=O)Oc4ccccc4)cc23)c1. Reactants: [BH4-], Cc1csc(CCN(Cc2ccc(C(C)(C)C)cc2)C(=O)C(F)(F)F)n1, CCO, [Na+], O. Product: Cc1csc(CCNCc2ccc(C(C)(C)C)cc2)n1. Reaction SMILES: [BH4-:1].[C:3]([CH3:4])([CH3:5])([CH3:6])[c:7]1[cH:8][cH:9][c:10]([CH2:11][N:12]([C:13](=[O:14])[C:15]([F:16])([F:17])[F:18])[CH2:19][CH2:20][c:21]2[s:22][cH:23][c:24]([CH3:26])[n:25]2)[cH:27][cH:28]1.[CH3:30][CH2:31][OH:32].[Na+:2].[OH2:29]>>[C:3]([CH3:4])([CH3:5])([CH3:6])[c:7]1[cH:8][cH:9][c:10]([CH2:11][NH:12][CH2:19][CH2:20][c:21]2[s:22][cH:23][c:24]([CH3:26])[n:25]2)[cH:27][cH:28]1. The reactants are C=O, CC(=O)O, CC#N, O=C(Nc1ccc(Oc2ccnc(NC(c3ccccc3)c3ccccc3)c2Cl)c(F)c1)c1cn(COC(=O)C2CCNCC2)cc(-c2ccc(F)cc2)c1=O. Product: CN1CCC(C(=O)OCn2cc(C(=O)Nc3ccc(Oc4ccnc(NC(c5ccccc5)c5ccccc5)c4Cl)c(F)c3)c(=O)c(-c3ccc(F)cc3)c2)CC1. RXN SMILES: [CH2:57]=[O:58].[CH3:59][C:60](=[O:61])[OH:62].[CH3:63][C:64]#[N:65].[NH:1]1[CH2:2][CH2:3][CH:4]([C:7](=[O:8])[O:9][CH2:10][n:11]2[cH:12][c:13]([C:25]([NH:26][c:27]3[cH:28][c:29]([F:55])[c:30]([O:33][c:34]4[c:35]([Cl:54])[c:36]([NH:40][CH:41]([c:42]5[cH:43][cH:44][cH:45][cH:46][cH:47]5)[c:48]5[cH:49][cH:50][cH:51][cH:52][cH:53]5)[n:37][cH:38][cH:39]4)[cH:31][cH:32]3)=[O:56])[c:14](=[O:24])[c:15](-[c:17]3[cH:18][cH:19][c:20]([F:23])[cH:21][cH:22]3)[cH:16]2)[CH2:5][CH2:6]1>>[N:1]1([CH3:59])[CH2:2][CH2:3][CH:4]([C:7](=[O:8])[O:9][CH2:10][n:11]2[cH:12][c:13]([C:25]([NH:26][c:27]3[cH:28][c:29]([F:55])[c:30]([O:33][c:34]4[c:35]([Cl:54])[c:36]([NH:40][CH:41]([c:42]5[cH:43][cH:44][cH:45][cH:46][cH:47]5)[c:48]5[cH:49][cH:50][cH:51][cH:52][cH:53]5)[n:37][cH:38][cH:39]4)[cH:31][cH:32]3)=[O:56])[c:14](=[O:24])[c:15](-[c:17]3[cH:18][cH:19][c:20]([F:23])[cH:21][cH:22]3)[cH:16]2)[CH2:5][CH2:6]1. The reactants are FC1([C@@](N=C(OC1)NC(C1=CC=CC=C1)(C1=CC(=CC=C1)OC)C1=CC=C(C=C1)OC)(C)C1=C(C=CC(=N1)NC(=O)C1=NC=C(C=C1Cl)C(F)(F)F)F)F (3-Chloro-5-trifluoromethyl-pyridine-2-carboxylic acid [6-((R)-5,5-difluoro-2-{[(4-methoxy-phenyl)-(3-methoxy-phenyl)-phenyl-methyl]-amino}-4-methyl-5,6-dihydro-4H-[1,3]oxazin-4-yl)-5-fluoro-pyridin-2-yl]-amide), ice ethyl acetate, [NH4+].[OH-] (NH4OH), C(=O)(C(F)(F)F)O (TFA). The solvent is ClCCl (dichloromethane). Conditions: time 18 hour. Product: NC=1OCC([C@@](N1)(C)C1=C(C=CC(=N1)NC(=O)C1=NC=C(C=C1Cl)C(F)(F)F)F)(F)F (3-Chloro-5-trifluoromethyl-pyridine-2-carboxylic acid [6-((R)-2-amino-5,5-difluoro-4-methyl-5,6-dihydro-4H-[1,3]oxazin-4-yl)-5-fluoro-pyridin-2-yl]-amide). Isolated yield 65.9%. Reaction SMILES: [F:1][C:2]1([F:54])[CH2:7][O:6][C:5]([NH:8]C(C2C=CC(OC)=CC=2)(C2C=CC=C(OC)C=2)C2C=CC=CC=2)=[N:4][C@@:3]1([C:33]1[N:38]=[C:37]([NH:39][C:40]([C:42]2[C:47]([Cl:48])=[CH:46][C:45]([C:49]([F:52])([F:51])[F:50])=[CH:44][N:43]=2)=[O:41])[CH:36]=[CH:35][C:34]=1[F:53])[CH3:32].C(O)(C(F)(F)F)=O.[NH4+].[OH-]>ClCCl>[NH2:8][C:5]1[O:6][CH2:7][C:2]([F:54])([F:1])[C@:3]([C:33]2[N:38]=[C:37]([NH:39][C:40]([C:42]3[C:47]([Cl:48])=[CH:46][C:45]([C:49]([F:52])([F:50])[F:51])=[CH:44][N:43]=3)=[O:41])[CH:36]=[CH:35][C:34]=2[F:53])([CH3:32])[N:4]=1 |f:2.3|. Procedure: 3-Chloro-5-trifluoromethyl-pyridine-2-carboxylic acid [6-((R)-5,5-difluoro-2-{[(4-methoxy-phenyl)-(3-methoxy-phenyl)-phenyl-methyl]-amino}-4-methyl-5,6-dihydro-4H-[1,3]oxazin-4-yl)-5-fluoro-pyridin-2-yl]-amide (80 mg, 0.104 mmol) was dissolved in dichloromethane (0.1039 ml), TFA (80.0 μl, 1.04 mmol) was added and the reaction mixture was stirred at rt for 18 hours. The reaction mixture was poured onto a mixture of ice ethyl acetate and NH4OH (w=25%). The organic layer was washed with water, brin... Reactants: C(C)OC(C(C)(OC1=C(C=C(C=C1)OC(CCC)C=1C(=NC(=CC1)C1=CC=C(C=C1)C(F)(F)F)C)C)C)=O ([rac]-2-methyl-2-(2-methyl-4-{1-[2-methyl-6-(4-trifluoromethyl-phenyl)-pyridin-3-yl]-butoxy}-phenoxy)-propionic acid ethyl ester), ClC(CCC)C=1C(=NC(=CC1)C1=CC=C(C=C1)C(F)(F)F)C ([rac]-3-(1-chloro-butyl)-2-methyl-6-(4-trifluoromethyl-phenyl)-pyridine), ClCC=1C(=NC(=CC1)C1=CC=C(C=C1)C(F)(F)F)C (3-chloromethyl-2-methyl-6-(4-trifluoromethyl-phenyl)-pyridine). The product is CC(C(=O)O)(C)OC1=C(C=C(C=C1)OC(CCC)C=1C(=NC(=CC1)C1=CC=C(C=C1)C(F)(F)F)C)C ([rac]-2-Methyl-2-(2-methyl-4-{1-[2-methyl-6-(4-trifluoromethyl-phenyl)-pyridin-3-yl]-butoxy}-phenoxy)-propionic acid). As a reaction SMILES: C([O:3][C:4](=[O:38])[C:5]([CH3:37])([O:7][C:8]1[CH:13]=[CH:12][C:11]([O:14][CH:15]([C:19]2[C:20]([CH3:35])=[N:21][C:22]([C:25]3[CH:30]=[CH:29][C:28]([C:31]([F:34])([F:33])[F:32])=[CH:27][CH:26]=3)=[CH:23][CH:24]=2)[CH2:16][CH2:17][CH3:18])=[CH:10][C:9]=1[CH3:36])[CH3:6])C.ClC(C1C(C)=NC(C2C=CC(C(F)(F)F)=CC=2)=CC=1)CCC.ClCC1C(C)=NC(C2C=CC(C(F)(F)F)=CC=2)=CC=1>>[CH3:6][C:5]([O:7][C:8]1[CH:13]=[CH:12][C:11]([O:14][CH:15]([C:19]2[C:20]([CH3:35])=[N:21][C:22]([C:25]3[CH:26]=[CH:27][C:28]([C:31]([F:32])([F:34])[F:33])=[CH:29][CH:30]=3)=[CH:23][CH:24]=2)[CH2:16][CH2:17][CH3:18])=[CH:10][C:9]=1[CH3:36])([CH3:37])[C:4]([OH:38])=[O:3]. Reported procedure: A] The title compound was prepared in analogy to example 34, via [rac]-2-methyl-2-(2-methyl-4-{1-[2-methyl-6-(4-trifluoromethyl-phenyl)-pyridin-3-yl]-butoxy}-phenoxy)-propionic acid ethyl ester, but using in step A] [rac]-3-(1-chloro-butyl)-2-methyl-6-(4-trifluoromethyl-phenyl)-pyridine (example 21B]) instead of 3-chloromethyl-2-methyl-6-(4-trifluoromethyl-phenyl)-pyridine, as colorless foam.